This data is from the Open Reaction Database (ORD), a public repository of structured organic reaction records. The task is: describe an organic reaction: reactants, conditions, products, and yield The reactants are Cl (hydrochloric acid), Congo red, C(C)(=O)[O-].[Na+] (sodium acetate), C(C)OC(C(\C=C(\CP(=O)(O)O)/C)N)=O (E-2-amino-4-methyl-5-phosphono-3-pentenoic acid ethyl ester), C(C)(=O)O (acetic acid), [BH4-] (borohydride), ice sodium chloride. The solvent is O (water), CC(=O)C (acetone), CC(=O)C (acetone). Run at time 30 minute. Product: C(C)OC(C(\C=C(\CP(=O)(O)O)/C)NC(C)C)=O (E-2-isopropylamino-4-methyl-5-phosphono-3-pentenoic acid ethyl ester). Reaction SMILES: [C:1]([O-])(=O)[CH3:2].[Na+].[CH2:6]([O:8][C:9](=[O:20])[CH:10]([NH2:19])/[CH:11]=[C:12](\[CH3:18])/[CH2:13][P:14]([OH:17])([OH:16])=[O:15])[CH3:7].[BH4-].Cl.[C:23](O)(=O)C>O.CC(C)=O>[CH2:6]([O:8][C:9](=[O:20])[CH:10]([NH:19][CH:1]([CH3:2])[CH3:23])/[CH:11]=[C:12](\[CH3:18])/[CH2:13][P:14]([OH:16])([OH:17])=[O:15])[CH3:7] |f:0.1|. Procedure: 6.64 g of sodium acetate (anhydrous) and 18 ml of acetone are added to a solution of 6.40 g of E-2-amino-4-methyl-5-phosphono-3-pentenoic acid ethyl ester in 54 ml of water and 18 ml of glacial acetic acid. 17.67 g ofsodium borohydride are added in approximately 70 portions within a period of 90 minutes with intensive cooling with ice/sodium chloride, 18 ml of acetone being added after 20 minutes and after 50 minutes. When the addition is complete, the thick white suspension is stirred at 0° for... The reactants are C(C)OC(=O)C=1[C@H]2CN(C[C@@H](CC1C1=CC=C(C=C1)CCCOC1=C(C(=CC=C1F)F)Cl)N2C(=O)OC(C)(C)C)C(=O)OC(C)(C)C ((rac.)-(1R*,5S*)-7-{4-[3-(2-Chloro-3,6-difluoro-phenoxy)-propyl]-phenyl}-3,9-diaza-bicyclo[3.3.1]non-6-ene-3,6,9-tricarboxylic acid 3,9-di-tert-butyl ester 6-ethyl ester), [OH-].[Na+] (NaOH). The solvent is CCO (EtOH). The product is C(C)(C)(C)OC(=O)N1C[C@H]2C=C(C([C@@H](C1)N2C(=O)OC(C)(C)C)C(=O)O)C2=CC=C(C=C2)CCCOC2=C(C(=CC=C2F)F)Cl ((rac.)-(1R*,5S*)-7-{4-[3-(2-Chloro-3,6-difluoro-phenoxy)-propyl]-phenyl}-3,9-diaza-bicyclo[3.3.1]non-7-ene-3,6,9-tricarboxylic acid 3,9-di-tert-butyl ester). Reaction SMILES: C([O:3][C:4]([C:6]1[C@@H:7]2[N:33]([C:34]([O:36][C:37]([CH3:40])([CH3:39])[CH3:38])=[O:35])[C@H:11]([CH2:12][C:13]=1[C:14]1[CH:19]=[CH:18][C:17]([CH2:20][CH2:21][CH2:22][O:23][C:24]3[C:29]([F:30])=[CH:28][CH:27]=[C:26]([F:31])[C:25]=3[Cl:32])=[CH:16][CH:15]=1)[CH2:10][N:9]([C:41]([O:43][C:44]([CH3:47])([CH3:46])[CH3:45])=[O:42])[CH2:8]2)=[O:5])C.[OH-].[Na+]>CCO>[C:44]([O:43][C:41]([N:9]1[CH2:8][C@H:7]2[N:33]([C:34]([O:36][C:37]([CH3:40])([CH3:39])[CH3:38])=[O:35])[C@H:11]([CH:12]=[C:13]([C:14]3[CH:15]=[CH:16][C:17]([CH2:20][CH2:21][CH2:22][O:23][C:24]4[C:29]([F:30])=[CH:28][CH:27]=[C:26]([F:31])[C:25]=4[Cl:32])=[CH:18][CH:19]=3)[CH:6]2[C:4]([OH:5])=[O:3])[CH2:10]1)=[O:42])([CH3:45])([CH3:46])[CH3:47] |f:1.2|. Reported procedure: In a 250 mL round-bottom flask equipped with a magnetic stirrer is dissolved compound A1 (4.72 g, 6.97 mmol) in EtOH (100 mL). To this is then added aq. 1M NaOH (50 mL), and the resulting colorless sol. is heated to 80° C. for 14 h. The resulting pale pink sol. is allowed to cool to rt, and carefully acidified to a pH of 1.5. The volatiles are removed in vacuo and the resulting residue is partitioned between EtOAc (300 mL) and water (300 mL). The aq. phase is separated and back-extracted with Et... Conditions: temperature 110 celsius. Reactants: CC(C)([O-])C.[K+] (potassium tert.-butoxide), BrC1=CC=CC=C1 (bromobenzene), N1CCCCC1 (piperidine), BrC1=CC=CC=C1 (bromobenzene), ( I ), solvent. Reaction SMILES: CC(C)([O-])C.[K+].Br[C:8]1[CH:13]=[CH:12][CH:11]=[CH:10][CH:9]=1.[NH:14]1[CH2:19][CH2:18][CH2:17][CH2:16][CH2:15]1>>[C:8]1([N:14]2[CH2:19][CH2:18][CH2:17][CH2:16][CH2:15]2)[CH:13]=[CH:12][CH:11]=[CH:10][CH:9]=1 |f:0.1|. The product is C1(=CC=CC=C1)N1CCCCC1 (N-phenyl-piperidine). Reported procedure: 224 mg (2 mmoles) of potassium tert.-butoxide, 70 mg (2.5 mole % calculated for the bromobenzene substrate) of the catalyst of formula (I), 105 μl (1 mmole) of bromobenzene, 198 μl (2 mmoles) of piperidine and 5 ml of solvent were charged into an oven-dried Schlenk tube. The reaction mixture was heated on an oil bath at 110° C. for 24 hours, allowed then to cool to room temperature, and evaporated under reduced pressure. The residue was purified by column chromatography on silica gel (eluant: he... Starting materials: [H-].[Na+] (Sodium hydride), CN(CCO)C (N,N-dimethylethanolamine), CN(CCO)C (N,N-dimethylethanolamine), [H-].[Na+] (sodium hydride), ClC1=C(C=NC=C1)C1=CC=2C3=C(NC2C=N1)N=CC(=C3)C=3C=NN(C3)C (6-(4-chloro-pyridin-3-yl)-3-(1-methyl-1H-pyrazol-4-yl)-9H-dipyrido[2,3-b;4′,3′-d]pyrrole). Run in CN(C)C=O (DMF), CN(C)C=O (DMF). Run at time 75 minute. Yields the product N (ammonia), CN(CCOC1=C(C=NC=C1)C1=CC=2C3=C(NC2C=N1)N=CC(=C3)C=3C=NN(C3)C)C (Dimethyl-(2-{3-[3-(1-methyl-1H-pyrazol-4-yl)-9H-dipyrido[2,3-b;4′,3′-d]pyrrol-6-yl]-pyridin-4-yloxy}-ethyl)-amine). Reaction SMILES: [H-].[Na+].[CH3:3][N:4]([CH3:8])[CH2:5][CH2:6][OH:7].Cl[C:10]1[CH:15]=[CH:14][N:13]=[CH:12][C:11]=1[C:16]1[N:24]=[CH:23][C:22]2[NH:21][C:20]3[N:25]=[CH:26][C:27]([C:29]4[CH:30]=[N:31][N:32]([CH3:34])[CH:33]=4)=[CH:28][C:19]=3[C:18]=2[CH:17]=1>CN(C=O)C>[NH3:4].[CH3:3][N:4]([CH3:8])[CH2:5][CH2:6][O:7][C:10]1[CH:15]=[CH:14][N:13]=[CH:12][C:11]=1[C:16]1[N:24]=[CH:23][C:22]2[NH:21][C:20]3[N:25]=[CH:26][C:27]([C:29]4[CH:30]=[N:31][N:32]([CH3:34])[CH:33]=4)=[CH:28][C:19]=3[C:18]=2[CH:17]=1 |f:0.1|. Procedure: Sodium hydride (60% dispersion in mineral oil, 38 mg, 0.96 mmol) was added to a solution of N,N-dimethylethanolamine (63 mg, 0.71 mmol) in DMF (5 mL) and the mixture stirred at ambient temperature for 75 minutes. 6-(4-chloro-pyridin-3-yl)-3-(1-methyl-1H-pyrazol-4-yl)-9H-dipyrido[2,3-b;4′,3′-d]pyrrole (85 mg, 0.24 mmol) was added and the reaction mixture was stirred at ambient temperature for 26 h then at 80° C. for 2 h. After this time, the reaction mixture was added to a solution of N,N-dimethy...